This data is from the Open Reaction Database (ORD), a public repository of structured organic reaction records. The task is: describe an organic reaction: reactants, conditions, products, and yield The reactants are ClC=1C=C(C=CC1F)NC=1C2=C(N=CN1)C=NC(=N2)NC2CCN(CC2)C(=O)OC(C)(C)C (4-[(3-chloro-4-fluorophenyl)amino]-6-[1-tert-butyloxycarbonyl-4-piperidinylamino]pyrimido[5,4-d]pyrimidine), FC(C(=O)O)(F)F (trifluoroacetic acid), N#CBr (cyanogen bromide), petroleum ether ethyl acetate methanol. Product: ClC=1C=C(C=CC1F)NC=1C2=C(N=CN1)C=NC(=N2)NC2CCN(CC2)C#N (4-[(3-Chloro-4-fluorophenyl)amino]-6-[(1-cyano-4-piperidinyl)amino]pyrimido[5,4-d]pyrimidine). Reaction SMILES: [Cl:1][C:2]1[CH:3]=[C:4]([NH:9][C:10]2[C:11]3[N:19]=[C:18]([NH:20][CH:21]4[CH2:26][CH2:25][N:24]([C:27](OC(C)(C)C)=O)[CH2:23][CH2:22]4)[N:17]=[CH:16][C:12]=3[N:13]=[CH:14][N:15]=2)[CH:5]=[CH:6][C:7]=1[F:8].FC(F)(F)C(O)=O.[N:41]#CBr>>[Cl:1][C:2]1[CH:3]=[C:4]([NH:9][C:10]2[C:11]3[N:19]=[C:18]([NH:20][CH:21]4[CH2:26][CH2:25][N:24]([C:27]#[N:41])[CH2:23][CH2:22]4)[N:17]=[CH:16][C:12]=3[N:13]=[CH:14][N:15]=2)[CH:5]=[CH:6][C:7]=1[F:8]. Reported procedure: Prepared from 4-[(3-chloro-4-fluorophenyl)amino]-6-[1-tert-butyloxycarbonyl-4-piperidinylamino]pyrimido[5,4-d]pyrimidine by reaction with trifluoroacetic acid and subsequent reaction with cyanogen bromide. Melting point: 245°-247° C.; Rf : 0.59 (silica gel; petroleum ether/ethyl acetate/methanol=10:10:3)